Dataset: the Open Reaction Database (ORD), a public repository of structured organic reaction records. Task: describe an organic reaction: reactants, conditions, products, and yield The reactants are ClC1=C(OCCCBr)C=CC(=C1)Cl (3-(2,4-dichlorophenoxyl) propylbromide), C(C#C)N (propargylamine). Reported procedure: 2.3 ml of 87% pure 3-(2,4-dichlorophenoxyl) propylbromide (2.99 g; 0.011 mole) and 1.6 ml propargylamine (1.38 g; 0.025 mole) in 30 ml CH3CN and 1.65 g k2CO3 in 3 ml H2O were stirred at room temperature for 5 days. Run in CC#N (CH3CN), O (H2O). Yields the product ClC1=C(OCCCNCC#C)C=CC(=C1)Cl (N-[3-(2,4-Dichlorophenoxyl)propyl]-2-propynyl amine). Reaction SMILES: [Cl:1][C:2]1[CH:12]=[C:11]([Cl:13])[CH:10]=[CH:9][C:3]=1[O:4][CH2:5][CH2:6][CH2:7]Br.[CH2:14]([NH2:17])[C:15]#[CH:16]>CC#N.O>[Cl:1][C:2]1[CH:12]=[C:11]([Cl:13])[CH:10]=[CH:9][C:3]=1[O:4][CH2:5][CH2:6][CH2:7][NH:17][CH2:14][C:15]#[CH:16]. The reactants are IC1=C(C(=O)O)C=C(C=C1)C (2-iodo-5-methylbenzoic acid), N1N=NC=C1 (1,2,3-triazole), CsCO3, CN[C@H]1[C@@H](CCCC1)NC (trans-N,N′-dimethylcyclohexane-1,2-diamine). Reagents/catalysts: [Cu]I (CuI). Solvent: CN(C)C=O (DMF), O (water). Reaction conditions: temperature 120 celsius. The product is N=1N(N=CC1)C1=C(C(=O)O)C=C(C=C1)C (2-(2H-1,2,3-Triazol-2-yl)-5-methylbenzoic acid). As a reaction SMILES: I[C:2]1[CH:10]=[CH:9][C:8]([CH3:11])=[CH:7][C:3]=1[C:4]([OH:6])=[O:5].[NH:12]1[CH:16]=[CH:15][N:14]=[N:13]1.CN[C@@H]1CCCC[C@H]1NC>CN(C=O)C.O.[Cu]I>[N:12]1[N:13]([C:2]2[CH:10]=[CH:9][C:8]([CH3:11])=[CH:7][C:3]=2[C:4]([OH:6])=[O:5])[N:14]=[CH:15][CH:16]=1. Procedure details: A solution of 2-iodo-5-methylbenzoic acid (4.0 g, 15.3 mmol) in DMF (10 mL) was treated with 1,2,3-triazole (2.1 g, 30.5 mmol), CsCO3 (9.95 g, 30.5 mmol), CuI (0.145 g, 0.76 mmol) and trans-N,N′-dimethylcyclohexane-1,2-diamine (0.43 g, 3.05 mmol). The mixture was heated at 120° C. for 10 min in a microwave reactor. The reaction was cooled to room temperature, diluted with water, and washed with EtOAc. The aqueous phase was acidified with 1N HCl and extracted with EtOAc. The organic layer was dri... Reactants: N(=[N+]=[N-])C[C@@H](C(=O)OCC)NC(=O)OC(C)(C)C (ethyl 3-azido-2(S)-(tert-butoxycarbonyl)aminopropionate). The reagents and catalysts are [Pd] (Pd—C). Run in C(C)O (ethanol). Conditions: time 1 hour. Product: C(C)OC([C@H](CN)NC(=O)OC(C)(C)C)=O (2(S)-(tert-butoxycarbonyl)amino-β-alanine ethyl ester). Yield: 100.1%. As a reaction SMILES: [N:1]([CH2:4][C@H:5]([NH:11][C:12]([O:14][C:15]([CH3:18])([CH3:17])[CH3:16])=[O:13])[C:6]([O:8][CH2:9][CH3:10])=[O:7])=[N+]=[N-]>C(O)C.[Pd]>[CH2:9]([O:8][C:6](=[O:7])[C@@H:5]([NH:11][C:12]([O:14][C:15]([CH3:18])([CH3:17])[CH3:16])=[O:13])[CH2:4][NH2:1])[CH3:10]. Reported procedure: A mixture of ethyl 3-azido-2(S)-(tert-butoxycarbonyl)aminopropionate (0.5 g) and 10% Pd—C (0.1 g, 50% wet) in ethanol (5 ml) was hydrogenated at atmospheric pressure for 1 hour. After the catalyst was removed by filtration, the filtrate was concentrated in vacuo to give 2(S)-(tert-butoxycarbonyl)amino-β-alanine ethyl ester (0.45 g). The reactants are BrC1=C(C=NC=C1)C=O (4-bromo-pyridine-3-carbaldehyde), acid, P(=O)([O-])([O-])[O-].[K+].[K+].[K+] (potassium phosphate), O1CCOCC1 (1,4-dioxane). Yields the product C(=O)C=1C=NC=CC1C=1C=C(C#N)C=CC1 (3-(3-formyl-pyridin-4-yl)-benzonitrile). Solvent: C(C)(=O)OCC (ethyl acetate). Conditions: time 8 hour. The reagents and catalysts are C=1C=CC(=CC1)[P](C=2C=CC=CC2)(C=3C=CC=CC3)[Pd]([P](C=4C=CC=CC4)(C=5C=CC=CC5)C=6C=CC=CC6)([P](C=7C=CC=CC7)(C=8C=CC=CC8)C=9C=CC=CC9)[P](C=1C=CC=CC1)(C=1C=CC=CC1)C=1C=CC=CC1 (tetrakis(triphenylphosphine)palladium(0)). Reaction SMILES: Br[C:2]1[CH:7]=[CH:6][N:5]=[CH:4][C:3]=1[CH:8]=[O:9].P([O-])([O-])([O-])=O.[K+].[K+].[K+].O1[CH2:23][CH2:22]OCC1>C(OCC)(=O)C.C1C=CC([P]([Pd]([P](C2C=CC=CC=2)(C2C=CC=CC=2)C2C=CC=CC=2)([P](C2C=CC=CC=2)(C2C=CC=CC=2)C2C=CC=CC=2)[P](C2C=CC=CC=2)(C2C=CC=CC=2)C2C=CC=CC=2)(C2C=CC=CC=2)C2C=CC=CC=2)=CC=1>[CH:8]([C:3]1[CH:4]=[N:5][CH:6]=[CH:7][C:2]=1[C:7]1[CH:2]=[C:3]([CH:8]=[CH:22][CH:23]=1)[C:4]#[N:5])=[O:9] |f:1.2.3.4,^1:33,35,54,73|. Procedure details: A flask was charged with 4-bromo-pyridine-3-carbaldehyde (186 mg, 1 mmol), 3-cyanophenelboronic acid (176 mg, 1.2 mmol), tetrakis(triphenylphosphine)palladium(0) (58 mg, 0.05 mmol), potassium phosphate (319 mg, 1.5 mmol) and 1,4-dioxane (10 mL). The reaction mixture was kept at 50° C. overnight. The reaction mixture was then diluted with ethyl acetate and washed with water, then brine. The organic layer was dried over sodium sulfate, concentrated, and the residue purified by flash chromatography...